Dataset: the Open Reaction Database (ORD), a public repository of structured organic reaction records. Task: describe an organic reaction: reactants, conditions, products, and yield The reactants are BrBr, Cc1cc(CO)n(Cc2ccccc2)n1, ClC(Cl)(Cl)Cl, [Na+], O=C([O-])O, c1ccc(P(c2ccccc2)c2ccccc2)cc1. Product: Cc1cc(CBr)n(Cc2ccccc2)n1. RXN SMILES: [Br:20][Br:21].[CH2:22]([c:23]1[cH:24][cH:25][cH:26][cH:27][cH:28]1)[n:29]1[n:30][c:31]([CH3:36])[cH:32][c:33]1[CH2:34][OH:35].[Cl:42][C:43]([Cl:44])([Cl:45])[Cl:46].[Na+:41].[O-:37][C:38]([OH:39])=[O:40].[c:1]1([P:2]([c:3]2[cH:4][cH:5][cH:6][cH:7][cH:8]2)[c:9]2[cH:10][cH:11][cH:12][cH:13][cH:14]2)[cH:15][cH:16][cH:17][cH:18][cH:19]1>>[Br:20][CH2:34][c:33]1[n:29]([CH2:22][c:23]2[cH:24][cH:25][cH:26][cH:27][cH:28]2)[n:30][c:31]([CH3:36])[cH:32]1. Starting materials: CCOC(=O)C (EtOAc), C1(=CC=CC=C1)C(C(=O)[O-])Br (phenylbromoacetate), C1=CC=C(C=C1)C(CO)N ((R)-phenylglycinol), C(C)(C)N(CC)C(C)C (di-isopropylethylamine). The solvent is CC#N (CH3CN), CC#N (CH3CN). Conditions: time 15 minute. Yields the product C1(=CC=CC=C1)[C@@H]1COC(CN1)=O ((R)-5-Phenylmorpholin-2-one). Reaction SMILES: [C:1]1([CH:7](Br)[C:8]([O-:10])=O)[CH:6]=[CH:5][CH:4]=[CH:3][CH:2]=1.C1C=CC([CH:18]([NH2:21])[CH2:19][OH:20])=CC=1.C(N(C(C)C)CC)(C)C.CCOC(C)=O>CC#N>[C:1]1([C@H:7]2[NH:21][CH2:18][C:19](=[O:20])[O:10][CH2:8]2)[CH:2]=[CH:3][CH:4]=[CH:5][CH:6]=1. Procedure: To a solution of phenylbromoacetate (18.58 g, 86 mmol) in CH3CN under nitrogen was added a solution of (R)-phenylglycinol (10.17 g, 74 mmol) and di-isopropylethylamine (34 mL, 195 mmol) in CH3CN. The volatiles were removed under reduced pressure keeping the bath temperature below 25° C. to obtain an oil that was treated with EtOAc (120 mL) and stirred for 15 min. The resulting white precipitate was removed by filtration. The filtrate was concentrated under reduced pressure and the desired produc... Reactants: Cl (hydrochloric acid), ClCC=1N=C2N(C3=C(C(=NC2)C2=C(C=CC=C2)F)C=C(C=C3)[N+](=O)[O-])C1 (2-chloromethyl-6-(2-fluorophenyl)-8-nitro-4H-imidazo [1,2-a][1,4]benzodiazepine), C([O-])([O-])=O.[Na+].[Na+] (sodium carbonate). The solvent is O1CCOCC1 (dioxan), O (water). Conditions: temperature 80 celsius, time 2.5 hour. The product is FC1=C(C=CC=C1)C1=NCC=2N(C3=C1C=C(C=C3)[N+](=O)[O-])C=C(N2)CO (6-(2-fluorophenyl)-8-nitro-4H-imidazo[1,2-a][1,4]benzodiazepine-2-methanol). The yield is 50.9%. RXN SMILES: Cl[CH2:2][C:3]1[N:4]=[C:5]2[CH2:11][N:10]=[C:9]([C:12]3[CH:17]=[CH:16][CH:15]=[CH:14][C:13]=3[F:18])[C:8]3[CH:19]=[C:20]([N+:23]([O-:25])=[O:24])[CH:21]=[CH:22][C:7]=3[N:6]2[CH:26]=1.C(=O)([O-])[O-:28].[Na+].[Na+].Cl>O1CCOCC1.O>[F:18][C:13]1[CH:14]=[CH:15][CH:16]=[CH:17][C:12]=1[C:9]1[C:8]2[CH:19]=[C:20]([N+:23]([O-:25])=[O:24])[CH:21]=[CH:22][C:7]=2[N:6]2[CH:26]=[C:3]([CH2:2][OH:28])[N:4]=[C:5]2[CH2:11][N:10]=1 |f:1.2.3|. Reported procedure: A solution of 12 g of 2-chloromethyl-6-(2-fluorophenyl)-8-nitro-4H-imidazo [1,2-a][1,4]benzodiazepine in 100 ml of dioxan was treated with a solution of 3.5 g of sodium carbonate in 50 ml of water and stirred at 80° C. for 2.5 h. Then, the mixture was made weakly acidic (pH 6 to 7) with aqueous 3N hydrochloric acid and evaporated in a vacuum. The residue was taken up in chloroform, washed twice with water, dried over sodium sulphate and evaporated in a vacuum. The residue was dissolved in chloro... Reactants: [H-].[Al+3].[Li+].[H-].[H-].[H-] (lithium aluminium hydride), O1C(=CC=C1)C(C(=O)O)C(C)C ((+) 2-(2-furyl)-3-methylbutyric acid), Cl (hydrochloric acid). Run in CCOCC (ether), O1CCCC1 (tetrahydrofuran), O1CCCC1 (tetrahydrofuran). Product: O1C(=CC=C1)[C@@H](CO)C(C)C ((R)-(+)-2-(2-furyl)-3-methyl-1-butanol). Isolated yield 74.9%. RXN SMILES: [H-].[Al+3].[Li+].[H-].[H-].[H-].[O:7]1[CH:11]=[CH:10][CH:9]=[C:8]1[CH:12]([CH:16]([CH3:18])[CH3:17])[C:13](O)=[O:14].Cl>CCOCC.O1CCCC1>[O:7]1[CH:11]=[CH:10][CH:9]=[C:8]1[C@H:12]([CH:16]([CH3:18])[CH3:17])[CH2:13][OH:14] |f:0.1.2.3.4.5|. Procedure details: 10.5 g (0.277 mol) of lithium aluminium hydride were suspended in 100 ml of absolute ether and treated while stirring within 10 minutes with 100 ml of absolute tetrahydrofuran. To this stirred suspension was added dropwise within 6-8 hours, while heating to reflux, 46.7 g (0.277 mol) of (+) 2-(2-furyl)-3-methylbutyric acid in 100 ml of absolute tetrahydrofuran. The reaction mixture was cooled and treated slowly with a 3N hydrochloric acid solution. The organic phase was separated, washed with wa... The reactants are CO, COCOc1ccc(Cl)c(COc2cccc3ccc(C)nc23)c1Cl, Cl. Yields the product Cc1ccc2cccc(OCc3c(Cl)ccc(O)c3Cl)c2n1. Reaction SMILES: [CH3:27][OH:28].[Cl:1][c:2]1[c:3]([CH2:4][O:5][c:6]2[cH:7][cH:8][cH:9][c:10]3[cH:11][cH:12][c:13]([CH3:16])[n:14][c:15]23)[c:17]([Cl:25])[cH:18][cH:19][c:20]1[O:21][CH2:22][O:23][CH3:24].[ClH:26]>>[Cl:1][c:2]1[c:3]([CH2:4][O:5][c:6]2[cH:7][cH:8][cH:9][c:10]3[cH:11][cH:12][c:13]([CH3:16])[n:14][c:15]23)[c:17]([Cl:25])[cH:18][cH:19][c:20]1[OH:21].